This data is from the Open Reaction Database (ORD), a public repository of structured organic reaction records. The task is: describe an organic reaction: reactants, conditions, products, and yield Starting materials: CS(=O)(=O)c1ccc(-c2cnn(Cc3ccccc3)c(=O)c2-c2ccc(F)cc2)cc1, COc1ccc(P2(=S)SP(=S)(c3ccc(OC)cc3)S2)cc1, Cc1ccccc1. Product: CS(=O)(=O)c1ccc(-c2cnn(Cc3ccccc3)c(=S)c2-c2ccc(F)cc2)cc1. As a reaction SMILES: [CH2:1]([c:2]1[cH:3][cH:4][cH:5][cH:6][cH:7]1)[n:8]1[n:9][cH:10][c:11](-[c:22]2[cH:23][cH:24][c:25]([S:28](=[O:29])(=[O:30])[CH3:31])[cH:26][cH:27]2)[c:12](-[c:15]2[cH:16][cH:17][c:18]([F:21])[cH:19][cH:20]2)[c:13]1=[O:14].[CH3:32][O:33][c:34]1[cH:35][cH:36][c:37]([P:38]2(=[S:41])[S:39][P:40]([c:42]3[cH:43][cH:44][c:45]([O:46][CH3:47])[cH:48][cH:49]3)(=[S:50])[S:51]2)[cH:52][cH:53]1.[CH3:54][c:55]1[cH:56][cH:57][cH:58][cH:59][cH:60]1>>[CH2:1]([c:2]1[cH:3][cH:4][cH:5][cH:6][cH:7]1)[n:8]1[n:9][cH:10][c:11](-[c:22]2[cH:23][cH:24][c:25]([S:28](=[O:29])(=[O:30])[CH3:31])[cH:26][cH:27]2)[c:12](-[c:15]2[cH:16][cH:17][c:18]([F:21])[cH:19][cH:20]2)[c:13]1=[S:41]. Reactants: FC1=CC=C(C=C1)S(=O)(=O)Cl (4-fluorobenzenesulfonyl chloride), [Li+].[OH-] (LiOH), ice, C(C)(C)(C)OC(C(=O)OC)C1=C(C2=C(C(N1C)=O)NC=C2)C2=CC=C(C=C2)Cl (methyl 2-(tert-butoxy)-2-(4-(4-chlorophenyl)-6-methyl-7-oxo-6,7-dihydro-1H-pyrrolo[2,3-c]pyridin-5-yl)acetate), [H-].[Na+] (NaH), Cl (HCl). Solvent: O1CCCC1 (Tetrahydrofuran). Conditions: temperature 0 celsius, time 10 minute. Product: C(C)(C)(C)OC(C(=O)O)C1=C(C2=C(C(N1C)=O)N(C=C2)S(=O)(=O)C2=CC=C(C=C2)F)C2=CC=C(C=C2)Cl (2-(tert-butoxy)-2-(4-(4-chlorophenyl)-1-((4-fluorophenyl)sulfonyl)-6-methyl-7-oxo-6,7-dihydro-1H-pyrrolo[2,3-c]pyridin-5-yl)acetic acid). As a reaction SMILES: [C:1]([O:5][CH:6]([C:11]1[N:16]([CH3:17])[C:15](=[O:18])[C:14]2[NH:19][CH:20]=[CH:21][C:13]=2[C:12]=1[C:22]1[CH:27]=[CH:26][C:25]([Cl:28])=[CH:24][CH:23]=1)[C:7]([O:9]C)=[O:8])([CH3:4])([CH3:3])[CH3:2].[H-].[Na+].[F:31][C:32]1[CH:37]=[CH:36][C:35]([S:38](Cl)(=[O:40])=[O:39])=[CH:34][CH:33]=1.[Li+].[OH-].Cl>O1CCCC1>[C:1]([O:5][CH:6]([C:11]1[N:16]([CH3:17])[C:15](=[O:18])[C:14]2[N:19]([S:38]([C:35]3[CH:36]=[CH:37][C:32]([F:31])=[CH:33][CH:34]=3)(=[O:40])=[O:39])[CH:20]=[CH:21][C:13]=2[C:12]=1[C:22]1[CH:27]=[CH:26][C:25]([Cl:28])=[CH:24][CH:23]=1)[C:7]([OH:9])=[O:8])([CH3:3])([CH3:4])[CH3:2] |f:1.2,4.5|. Procedure: An ice cold solution of methyl 2-(tert-butoxy)-2-(4-(4-chlorophenyl)-6-methyl-7-oxo-6,7-dihydro-1H-pyrrolo[2,3-c]pyridin-5-yl)acetate (20 mg, 0.043 mmol) in Tetrahydrofuran (THF) (0.5 mL) was treated with NaH (9.93 mg, 0.248 mmol) and allowed to stir at 0° C. for 10 minutes. The mixture was then treated with 4-fluorobenzenesulfonyl chloride (39.4 mg, 0.199 mmol) in one portion. The mixture was stirred for 10 minutes, quenched with water and then extracted with ethyl acetate. The combined extract... Reactants: CCOC(=O)CCCCCc1cccc2cncn12, CCO, Cl, [Na+], [OH-]. The product is O=C(O)CCCCCc1cccc2cncn12. Reaction SMILES: [CH2:1]([CH3:2])[O:3][C:4](=[O:5])[CH2:6][CH2:7][CH2:8][CH2:9][CH2:10][c:11]1[cH:12][cH:13][cH:14][c:15]2[n:16]1[cH:17][n:18][cH:19]2.[CH2:23]([OH:24])[CH3:25].[ClH:22].[Na+:21].[OH-:20]>>[O:3]=[C:4]([OH:5])[CH2:6][CH2:7][CH2:8][CH2:9][CH2:10][c:11]1[cH:12][cH:13][cH:14][c:15]2[n:16]1[cH:17][n:18][cH:19]2. The reactants are CC(C)(C)[SiH2]OC(C)(C)c1cccc2cccc(CO)c12, ClCCl. Yields the product CC(C)(C)[SiH2]OC(C)(C)c1cccc2cccc(C=O)c12. Reaction SMILES: [C:1]([CH3:2])([CH3:3])([CH3:4])[SiH2:5][O:6][C:7]([c:8]1[cH:9][cH:10][cH:11][c:12]2[cH:13][cH:14][cH:15][c:16]([CH2:18][OH:19])[c:17]12)([CH3:20])[CH3:21].[Cl:22][CH2:23][Cl:24]>>[C:1]([CH3:2])([CH3:3])([CH3:4])[SiH2:5][O:6][C:7]([c:8]1[cH:9][cH:10][cH:11][c:12]2[cH:13][cH:14][cH:15][c:16]([CH:18]=[O:19])[c:17]12)([CH3:20])[CH3:21].